Dataset: the Open Reaction Database (ORD), a public repository of structured organic reaction records. Task: describe an organic reaction: reactants, conditions, products, and yield Reactants: COC(=O)C1(C(C1)CC#N)N (1-amino-2-cyanomethyl-cyclopropanecarboxylic acid methyl ester), compound 31, C(C)(C)(C)OC(=O)NC(C(=O)N1C(CC(C1)OC1=NC=CC2=CC(=CC=C12)OC)C(=O)O)C(C)(C)C (1-(2-tert-butoxycarbonylamino-3,3-dimethyl-butyryl)-4-(6-methoxy-isoquinolin-1-yloxy)-pyrrolidine-2-carboxylic acid). Yields the product COC(=O)C1(C(C1)CC#N)NC(=O)C1N(CC(C1)OC1=NC=CC2=CC(=CC=C12)OC)C(C(C(C)(C)C)NC(=O)OC(C)(C)C)=O (1-{[1-(2-tert-Butoxycarbonylamino-3,3-dimethyl-butyryl)-4-(6-methoxy-isoquinolin-1-yloxy)-pyrrolidine-2-carbonyl]-amino}-2-cyanomethyl-cyclopropanecarboxylic acid methyl ester), methyl ester. Isolated yield 74.0%. As a reaction SMILES: [C:1]([O:5][C:6]([NH:8][CH:9]([C:33]([CH3:36])([CH3:35])[CH3:34])[C:10]([N:12]1[CH2:16][CH:15]([O:17][C:18]2[C:27]3[C:22](=[CH:23][C:24]([O:28][CH3:29])=[CH:25][CH:26]=3)[CH:21]=[CH:20][N:19]=2)[CH2:14][CH:13]1[C:30]([OH:32])=O)=[O:11])=[O:7])([CH3:4])([CH3:3])[CH3:2].[CH3:37][O:38][C:39]([C:41]1([NH2:47])[CH2:43][CH:42]1[CH2:44][C:45]#[N:46])=[O:40]>>[CH3:37][O:38][C:39]([C:41]1([NH:47][C:30]([CH:13]2[CH2:14][CH:15]([O:17][C:18]3[C:27]4[C:22](=[CH:23][C:24]([O:28][CH3:29])=[CH:25][CH:26]=4)[CH:21]=[CH:20][N:19]=3)[CH2:16][N:12]2[C:10](=[O:11])[CH:9]([NH:8][C:6]([O:5][C:1]([CH3:2])([CH3:3])[CH3:4])=[O:7])[C:33]([CH3:35])([CH3:34])[CH3:36])=[O:32])[CH2:43][CH:42]1[CH2:44][C:45]#[N:46])=[O:40]. Procedure: 1-{[1-(2-tert-Butoxycarbonylamino-3,3-dimethyl-butyryl)-4-(6-methoxy-isoquinolin-1-yloxy)-pyrrolidine-2-carbonyl]-amino}-2-cyanomethyl-cyclopropanecarboxylic acid methyl ester was prepared according to the method presented in the synthesis of compound 31. Treatment of 1-(2-tert-butoxycarbonylamino-3,3-dimethyl-butyryl)-4-(6-methoxy-isoquinolin-1-yloxy)-pyrrolidine-2-carboxylic acid (387 mg, 0.69 mmol) and 1-amino-2-cyanomethyl-cyclopropanecarboxylic acid methyl ester occurred under the same cond... Reactants: CI (methyl iodide), CN(C)P(=O)(N(C)C)N(C)C (hexamethylphosphorotriamide), CC1=CC=CC(=N1)C1SCCCS1 (2-(6-methyl-2-pyridyl)-1,3-dithiane), CN(C)P(=O)(N(C)C)N(C)C (hexamethylphosphorotriamide), product, solution, C(CCC)[Li] (n-butyllithium). Solvent: O1CCCC1 (tetrahydrofuran), O1CCCC1 (tetrahydrofuran), O1CCCC1 (tetrahydrofuran), C(=S)=S (carbon disulphide), C(C)(=O)OCC (ethyl acetate), C(C)(=O)OCC (ethyl acetate), O (water), O1CCCC1 (tetrahydrofuran), CCCCCC (hexane). Conditions: temperature -71 celsius, time 40 minute. Product: CC1=CC=CC(=N1)C1(SCCCS1)C(=S)SC (Methyl 2-(6-methyl-2-pyridyl)-1,3-dithiane-2-carbodithioate). The yield is 222.4%. As a reaction SMILES: C([Li])CCC.CN(P(N(C)C)(N(C)C)=O)C.[CH3:17][C:18]1[N:23]=[C:22]([CH:24]2[S:29][CH2:28][CH2:27][CH2:26][S:25]2)[CH:21]=[CH:20][CH:19]=1.CI>CCCCCC.O1CCCC1.C(OCC)(=O)C.O.C(=S)=S>[CH3:17][C:18]1[N:23]=[C:22]([C:24]2([C:24]([S:25][CH3:26])=[S:29])[S:25][CH2:26][CH2:27][CH2:28][S:29]2)[CH:21]=[CH:20][CH:19]=1. Reported procedure: To a 1.6M solution (440 cc) of n-butyllithium in hexane, maintained under an atmosphere of argon and cooled to -71° C., a mixture (440 cc) of anhydrous hexamethylphosphorotriamide and anhydrous tetrahydrofuran (47:53 by volume) is added dropwise in the course of 20 minutes. A solution of 2-(6-methyl-2-pyridyl)-1,3-dithiane (97 g) in a mixture (300 cc) of anhydrous hexamethylphosphorotriamide and anhydrous tetrahydrofuran (47:53 by volume) is then added in the course of 30 minutes at a temperatur...